From a dataset of the Open Reaction Database (ORD), a public repository of structured organic reaction records. describe an organic reaction: reactants, conditions, products, and yield The reactants are BrC1=CC(=C(C=C1)C(CC(=O)C=1C=CC(NC1)=O)CCC)F (5-[3-(4-bromo-2-fluoro-phenyl)-hexanoyl]-1H-pyridin-2-one), IC (iodomethane), C([O-])([O-])=O.[K+].[K+] (potassium carbonate). Product: BrC1=CC(=C(C=C1)C(CC(=O)C=1C=CC(N(C1)C)=O)CCC)F (5-[3-(4-Bromo-2-fluoro-phenyl)-hexanoyl]-1-methyl-1H-pyridin-2-one). As a reaction SMILES: [Br:1][C:2]1[CH:7]=[CH:6][C:5]([CH:8]([CH2:19][CH2:20][CH3:21])[CH2:9][C:10]([C:12]2[CH:13]=[CH:14][C:15](=[O:18])[NH:16][CH:17]=2)=[O:11])=[C:4]([F:22])[CH:3]=1.IC.[C:25](=O)([O-])[O-].[K+].[K+]>>[Br:1][C:2]1[CH:7]=[CH:6][C:5]([CH:8]([CH2:19][CH2:20][CH3:21])[CH2:9][C:10]([C:12]2[CH:13]=[CH:14][C:15](=[O:18])[N:16]([CH3:25])[CH:17]=2)=[O:11])=[C:4]([F:22])[CH:3]=1 |f:2.3.4|. Procedure details: In analogy to example 161, step 1, 5-[3-(4-bromo-2-fluoro-phenyl)-hexanoyl]-1H-pyridin-2-one was reacted with iodomethane in the presence of potassium carbonate to give the title compound as a colorless oil, MS (ESI+): m/z=380.2 [M+H]+.